From a dataset of the Open Reaction Database (ORD), a public repository of structured organic reaction records. describe an organic reaction: reactants, conditions, products, and yield Reactants: Cl (hydrochloric acid), aqueous solution, [OH-].[Na+] (sodium hydroxide), OC1=C(C(=O)NC2=C(C(=O)OC)C=CC(=C2)C2=CC(=CC=C2)OC)C=C(C=C1)C1CCN(CC1)C (methyl 2-(2-hydroxy-5-(1-methylpiperidin-4-yl)benzamido)-4-(3-methoxyphenyl)benzoate). Run in CO (methanol). Run at temperature 50 celsius, time 3 hour. Product: OC1=C(C(=O)NC2=C(C(=O)O)C=CC(=C2)C2=CC(=CC=C2)OC)C=C(C=C1)C1CCN(CC1)C (2-(2-hydroxy-5-(1-methylpiperidin-4-yl)benzamido)-4-(3-methoxyphenyl)benzoic acid). Isolated yield 99.1%. RXN SMILES: [OH-].[Na+].[OH:3][C:4]1[CH:30]=[CH:29][C:28]([CH:31]2[CH2:36][CH2:35][N:34]([CH3:37])[CH2:33][CH2:32]2)=[CH:27][C:5]=1[C:6]([NH:8][C:9]1[CH:18]=[C:17]([C:19]2[CH:24]=[CH:23][CH:22]=[C:21]([O:25][CH3:26])[CH:20]=2)[CH:16]=[CH:15][C:10]=1[C:11]([O:13]C)=[O:12])=[O:7].Cl>CO>[OH:3][C:4]1[CH:30]=[CH:29][C:28]([CH:31]2[CH2:32][CH2:33][N:34]([CH3:37])[CH2:35][CH2:36]2)=[CH:27][C:5]=1[C:6]([NH:8][C:9]1[CH:18]=[C:17]([C:19]2[CH:24]=[CH:23][CH:22]=[C:21]([O:25][CH3:26])[CH:20]=2)[CH:16]=[CH:15][C:10]=1[C:11]([OH:13])=[O:12])=[O:7] |f:0.1|. Reported procedure: A 2.0 mol/L aqueous solution of sodium hydroxide (0.27 mL) was added to a methanol (1.0 mL) suspension of the obtained methyl 2-(2-hydroxy-5-(1-methylpiperidin-4-yl)benzamido)-4-(3-methoxyphenyl)benzoate (0.026 g), followed by stirring at 50° C. for 3 hours. After cooling the reaction mixture to room temperature and adjusting the pH to 6.0 with 2.0 mol/L hydrochloric acid, the solid substance was collected by filtration to obtain 0.025 g of 2-(2-hydroxy-5-(1-methylpiperidin-4-yl)benzamido)-4-(3-... Starting materials: NS(=O)(=O)C=1SC(=CC1NC(=O)C=1C(N(C2=NC=CC=C2C1O)CC1=CC=CC=C1)=O)Cl (N-[2-(aminosulfonyl)-5-chlorothien-3-yl]-1-benzyl-4-hydroxy-2-oxo-1,2-dihydro-1,8-naphthyridine-3-carboxamide), NS(=O)(=O)C1=C(C=CC(=C1)Br)NC(=O)C=1C(N(C2=NC=CC=C2C1O)CC1=CC=CC=C1)=O (N-[2-(aminosulfonyl)-4-bromophenyl]-1-benzyl-4-hydroxy-2-oxo-1,2-dihydro-1,8-naphthyridine-3-carboxamide). The product is C(C1=CC=CC=C1)N1C(C(=C(C2=CC=CN=C12)O)C1=NS(C2=C(N1)C=C(S2)Cl)(=O)=O)=O (1-benzyl-3-(6-chloro-1,1-dioxido-4H-thieno[3,2-e][1,2,4]thiadiazin-3-yl)-4-hydroxy-1,8-naphthyridin-2(1H)-one). Reported procedure: The title compound is prepared according to the procedure of Example 84D substituting the product of Example 174B for the product of Example 84C. RXN SMILES: [NH2:1][S:2]([C:5]1[S:6][C:7]([Cl:32])=[CH:8][C:9]=1[NH:10][C:11]([C:13]1[C:14](=[O:31])[N:15]([CH2:24][C:25]2[CH:30]=[CH:29][CH:28]=[CH:27][CH:26]=2)[C:16]2[C:21]([C:22]=1[OH:23])=[CH:20][CH:19]=[CH:18][N:17]=2)=O)(=[O:4])=[O:3].NS(C1C=C(Br)C=CC=1NC(C1C(=O)N(CC2C=CC=CC=2)C2C(C=1O)=CC=CN=2)=O)(=O)=O>>[CH2:24]([N:15]1[C:16]2[C:21](=[CH:20][CH:19]=[CH:18][N:17]=2)[C:22]([OH:23])=[C:13]([C:11]2[NH:10][C:9]3[CH:8]=[C:7]([Cl:32])[S:6][C:5]=3[S:2](=[O:4])(=[O:3])[N:1]=2)[C:14]1=[O:31])[C:25]1[CH:30]=[CH:29][CH:28]=[CH:27][CH:26]=1. The reactants are C(#N)C1=C(C=C(C=C1)NC(CC1=C(C=C(C=C1)C=1C=NC(=CC1OCC)OCC1=CC=C(C=C1)OC)F)=O)C(F)(F)F (N-(4-cyano-3-(trifluoromethyl)phenyl)-2-(4-(4-ethoxy-6-((4-methoxybenzyl)oxy)pyridine-3-yl)-2-fluorophenyl)acetamide), C(=O)(C(F)(F)F)O (TFA), [NH4+].[OH-] (NH4OH). Run in C(Cl)Cl (DCM). Reaction conditions: time 1 hour. Yields the product C(#N)C1=C(C=C(C=C1)NC(CC1=C(C=C(C=C1)C1=CNC(C=C1OCC)=O)F)=O)C(F)(F)F (N-(4-cyano-3-(trifluoromethyl)phenyl)-2-(4-(4-ethoxy-6-oxo-1,6-dihydropyridin-3-yl)-2-fluorophenyl)acetamide). The yield is 64.8%. Reaction SMILES: [C:1]([C:3]1[CH:8]=[CH:7][C:6]([NH:9][C:10](=[O:38])[CH2:11][C:12]2[CH:17]=[CH:16][C:15]([C:18]3[CH:19]=[N:20][C:21]([O:27]CC4C=CC(OC)=CC=4)=[CH:22][C:23]=3[O:24][CH2:25][CH3:26])=[CH:14][C:13]=2[F:37])=[CH:5][C:4]=1[C:39]([F:42])([F:41])[F:40])#[N:2].C(O)(C(F)(F)F)=O.[NH4+].[OH-]>C(Cl)Cl>[C:1]([C:3]1[CH:8]=[CH:7][C:6]([NH:9][C:10](=[O:38])[CH2:11][C:12]2[CH:17]=[CH:16][C:15]([C:18]3[C:23]([O:24][CH2:25][CH3:26])=[CH:22][C:21](=[O:27])[NH:20][CH:19]=3)=[CH:14][C:13]=2[F:37])=[CH:5][C:4]=1[C:39]([F:41])([F:42])[F:40])#[N:2] |f:2.3|. Reported procedure: To a solution of N-(4-cyano-3-(trifluoromethyl)phenyl)-2-(4-(4-ethoxy-6-((4-methoxybenzyl)oxy)pyridine-3-yl)-2-fluorophenyl)acetamide (870 mg, 1.501 mmol) in DCM (10 mL) was added TFA (1.157 mL, 15.01 mmol) at 0° C. The mixture was stirred at rt for 1 h. The mixture was basified with NH4OH (5 mL, 20%) to pH=8, filtered to give a solid, which was washed with H2O (5 mL) and dried to afford the product N-(4-cyano-3-(trifluoromethyl)phenyl)-2-(4-(4-ethoxy-6-oxo-1,6-dihydropyridin-3-yl)-2-fluoropheny... Starting materials: ClCCC1(OCCO1)C1=CC=C(C=C1)Cl (2-(2-chloroethyl)-2-(4-chlorophenyl)-1,3-dioxolane), N1C=NC=C1 (imidazole). Solvent: C(C)#N (acetonitrile). The product is ClC1=CC=C(C=C1)C1(OCCO1)CCN1C=NC=C1 (1-[2-(2-(4-chlorophenyl)-1,3-dioxolan-2-yl]ethyl]imidazole). Reaction SMILES: Cl[CH2:2][CH2:3][C:4]1([C:9]2[CH:14]=[CH:13][C:12]([Cl:15])=[CH:11][CH:10]=2)[O:8][CH2:7][CH2:6][O:5]1.[NH:16]1[CH:20]=[CH:19][N:18]=[CH:17]1>C(#N)C>[Cl:15][C:12]1[CH:13]=[CH:14][C:9]([C:4]2([CH2:3][CH2:2][N:16]3[CH:20]=[CH:19][N:18]=[CH:17]3)[O:8][CH2:7][CH2:6][O:5]2)=[CH:10][CH:11]=1. Procedure: A mixture of 2-(2-chloroethyl)-2-(4-chlorophenyl)-1,3-dioxolane (from 2.03 g of β,p-dichloropropiophenone as in Preparation 3) and imidazole (3.5 g) in acetonitrile (5 ml) were heated at 100° for 24 hours and the solvent removed. After addition of water (30 ml) and ether (30 ml) and shaking, a white solid separated and was collected by filtration. Washing with water, ether and drying in air gave 1-[2-(2-(4-chlorophenyl)-1,3-dioxolan-2-yl]ethyl]imidazole. Further product was obtained by separatio... Starting materials: [Br-].CC1=CC=C2C=CC=[N+](C2=C1)CC(=O)C1=CC=CC=C1 (7-Methyl-1-phenacyl-quinolinium bromide), BrCC(=O)C1=CC=CC=C1 (2-bromo-1-phenyl-ethanone), CC1=CC=C2C=CC=NC2=C1 (7-methyl-quinoline). The solvent is C(C)#N (acetonitrile). The product is C(C1=CC=CC=C1)(=O)C1=CC(=C2N1C1=CC(=CC=C1C=C2)C)C#N (1-Benzoyl-3-cyano-8-methyl-pyrrolo[1,2-a]quinoline). RXN SMILES: [Br-].[CH3:2][C:3]1[CH:12]=[C:11]2[C:6]([CH:7]=[CH:8][CH:9]=[N+:10]2[CH2:13][C:14]([C:16]2[CH:21]=[CH:20][CH:19]=[CH:18][CH:17]=2)=[O:15])=[CH:5][CH:4]=1.BrCC(C1C=CC=CC=1)=O.CC1C=C2C([CH:37]=[CH:38][CH:39]=[N:40]2)=CC=1>C(#N)C>[C:14]([C:13]1[N:10]2[C:11]3[C:6]([CH:7]=[CH:8][C:9]2=[C:38]([C:39]#[N:40])[CH:37]=1)=[CH:5][CH:4]=[C:3]([CH3:2])[CH:12]=3)(=[O:15])[C:16]1[CH:21]=[CH:20][CH:19]=[CH:18][CH:17]=1 |f:0.1|. Procedure: 7-Methyl-1-phenacyl-quinolinium bromide: The title compound was prepared from 2-bromo-1-phenyl-ethanone (490 mg, 2.46 mmol), 7-methyl-quinoline (302 mg, 2.11 mmol) and acetonitrile (5 mL), similar to Example 1a, and yielded 499 mg (69%) as a light tan solid: 1H NMR (CD3OD) 9.28–9.25 (m, 2H), 8.37 (d, J=8.4 Hz, 1H), 8.23–8.19 (m, 2H), 8.13–8.08 (m, 2H), 7.91 (dd, J=0.9, 8.7 Hz, 1H), 7.83–7.78 (m, 1H), 7.70–7.64 (m, 2H), 2.67 (s, 3H). As a reaction SMILES: [Cl:1][C:2]1[N:3]=[C:4]([CH3:32])[N:5]([CH2:8][CH2:9][CH2:10][CH2:11][N:12]2[CH2:17][CH2:16][N:15]([C:18]3[N:23]=[CH:22][C:21]([O:24]CC4C=CC=CC=4)=[CH:20][N:19]=3)[CH2:14][CH2:13]2)[C:6]=1[Cl:7]>[Pd].CO>[Cl:1][C:2]1[N:3]=[C:4]([CH3:32])[N:5]([CH2:8][CH2:9][CH2:10][CH2:11][N:12]2[CH2:13][CH2:14][N:15]([C:18]3[N:23]=[CH:22][C:21]([OH:24])=[CH:20][N:19]=3)[CH2:16][CH2:17]2)[C:6]=1[Cl:7]. The reagents and catalysts are [Pd] (palladium on carbon). Conditions: temperature 24 celsius, time 12 hour. Procedure details: A mixture of 2.90 g (6.10 mmol) of 2-{4-[4-(4,5-dichloro-2-methylimidazol-1-yl )butyl]-1-piperazinyl}-5-benzyloxypyrimidine and 0.30 g of 10% palladium on carbon in 50 ml of methanol is stirred for 12 hours under a hydrogen atmosphere at room temperature (24° C.) and at a pressure of 0.28 MPa. After filtration, washing with methanol and evaporation to dryness, the product is chromatographed on silica gel, yielding 1.39 g (59%) of 2-{4-[4-(4,5-dichloro-2-methylimidazol -1-yl)butyl]-1-piperazinyl}... Solvent: CO (methanol). The reactants are ClC=1N=C(N(C1Cl)CCCCN1CCN(CC1)C1=NC=C(C=N1)OCC1=CC=CC=C1)C (2-{4-[4-(4,5-dichloro-2-methylimidazol-1-yl )butyl]-1-piperazinyl}-5-benzyloxypyrimidine). Yield: 59.1%. Product: ClC=1N=C(N(C1Cl)CCCCN1CCN(CC1)C1=NC=C(C=N1)O)C (2-{4-[4-(4,5-dichloro-2-methylimidazol -1-yl)butyl]-1-piperazinyl}-5-hydroxypyrimidine). Reactants: P(=O)(Cl)(Cl)Cl (phosphorus oxychloride), OC1=C(C=C(C=C1)Cl)NC(=O)CON=C(C(=O)O)C=1N=C(SC1)NC=O (2-[N-(2-hydroxy-5-chlorophenyl)carbamoylmethoxyimino]-2-(2-formamidothiazol-4-yl)acetic acid), C([O-])(O)=O.[Na+] (sodium bicarbonate), C[Si](C)(C)CC(=O)N (trimethylsilylacetamide), NC1[C@@H]2N(C(=C(CS2)CSC2=NN=NN2C)C(=O)O)C1=O (7-amino-3-(1-methyl-1H-tetrazol-5-yl)thiomethyl-3-cephem-4-carboxylic acid). Solvent: CC(=O)C (acetone), C(C)(=O)OCC (ethyl acetate), CN(C=O)C (N,N-dimethylformamide), O (water), C(Cl)Cl (methylene chloride). Run at temperature 40 celsius, time 50 minute. Yields the product OC1=C(C=C(C=C1)Cl)NC(=O)CON=C(C(=O)NC1[C@@H]2N(C(=C(CS2)CSC2=NN=NN2C)C(=O)O)C1=O)C=1N=C(SC1)NC=O (7-[2-{N-(2-Hydroxy-5-chlorophenyl)carbamoylmethoxyimino}-2-(2-formamidothiazol-4-yl)acetamido]-3-(1-methyl-1H-tetrazol-5-yl)thiomethyl-3-cephem-4-carboxylic acid). Yield: 35.4%. Reaction SMILES: P(Cl)(Cl)(Cl)=O.[OH:6][C:7]1[CH:12]=[CH:11][C:10]([Cl:13])=[CH:9][C:8]=1[NH:14][C:15]([CH2:17][O:18][N:19]=[C:20]([C:24]1[N:25]=[C:26]([NH:29][CH:30]=[O:31])[S:27][CH:28]=1)[C:21]([OH:23])=O)=[O:16].C[Si](CC(N)=O)(C)C.[NH2:40][CH:41]1[C:59](=[O:60])[N:43]2[C:44]([C:56]([OH:58])=[O:57])=[C:45]([CH2:48][S:49][C:50]3[N:54]([CH3:55])[N:53]=[N:52][N:51]=3)[CH2:46][S:47][C@H:42]12.C(=O)(O)[O-].[Na+]>C(Cl)Cl.CC(C)=O.C(OCC)(=O)C.O.CN(C)C=O>[OH:6][C:7]1[CH:12]=[CH:11][C:10]([Cl:13])=[CH:9][C:8]=1[NH:14][C:15]([CH2:17][O:18][N:19]=[C:20]([C:24]1[N:25]=[C:26]([NH:29][CH:30]=[O:31])[S:27][CH:28]=1)[C:21]([NH:40][CH:41]1[C:59](=[O:60])[N:43]2[C:44]([C:56]([OH:58])=[O:57])=[C:45]([CH2:48][S:49][C:50]3[N:54]([CH3:55])[N:53]=[N:52][N:51]=3)[CH2:46][S:47][C@H:42]12)=[O:23])=[O:16] |f:4.5|. Procedure details: A mixture of N,N-dimethylformamide (10 ml.) and phosphorus oxychloride (0.507 g.) was warmed at 40° C. for 30 minutes and subsequently cooled to -10° C. and thereto was added 2-[N-(2-hydroxy-5-chlorophenyl)carbamoylmethoxyimino]-2-(2-formamidothiazol-4-yl)acetic acid (syn isomer) (1.00 g.). The resulting mixture was stirred at -10° to -5° C. for 50 minutes. On the other hand, to a solution of trimethylsilylacetamide (3.60 g.) in methylene chloride (15 ml.) was added 7-amino-3-(1-methyl-1H-tetraz...